The task is: describe an organic reaction: reactants, conditions, products, and yield. This data is from the Open Reaction Database (ORD), a public repository of structured organic reaction records. Product: Cl.OC(CNC(CC1=CC=C(C=C1)OC)(C)C)COC1=CC2=CC=CC=C2C=C1 (N-[2-Hydroxy-3-(2-naphthoxy)propyl]-1,1-dimethyl-2-(4-methoxyphenyl)ethyl-amine Hydrochloride). The solvent is C(C)OCC (diethyl ether). Procedure details: Using the method of Example 4, supra, 2-naphthyl glycidyl ether (400 mg, 2 mmol) and 1,1-dimethyl-2-(4-methoxyphenyl)ethylamine (358 mg, 2 mmol) were used to prepare the free base of the title compound: GC/EI-MS, m/z (rel. int.) 364 (M-15, 1), 258 (100), 183 (2), 163 (3), 144 (4), 127 (10), 121 (22), 115 (20), 71 (11). The free base in diethyl ether was treated with excess 1M HCl (diethyl ether). The resulting solid was recrystallized from hot acetonitrile to afford 496 mg of the hydrochloride p... Reaction SMILES: [ClH:1].[OH:2][CH:3]([CH2:17][O:18][C:19]1[C:28]2[C:23](=[CH:24][CH:25]=[CH:26][CH:27]=2)[CH:22]=[CH:21][CH:20]=1)[CH2:4][NH:5][C:6]([CH3:16])([CH3:15])[CH2:7][C:8]1[CH:13]=[CH:12][C:11](F)=[CH:10][CH:9]=1.Cl.[OH:30][CH:31](COC1C=CC=CC=1)CNC(C)(C)CC1C=CC(OC)=CC=1.Cl>C(OCC)C>[ClH:1].[OH:2][CH:3]([CH2:17][O:18][C:19]1[CH:28]=[CH:27][C:26]2[C:21](=[CH:22][CH:23]=[CH:24][CH:25]=2)[CH:20]=1)[CH2:4][NH:5][C:6]([CH3:15])([CH3:16])[CH2:7][C:8]1[CH:9]=[CH:10][C:11]([O:30][CH3:31])=[CH:12][CH:13]=1 |f:0.1,2.3,6.7|. Starting materials: ( 100 ), ( 4 ), ( 10 ), Cl (HCl), ( 11 ), ( 20 ), Cl.OC(CNC(CC1=CC=C(C=C1)F)(C)C)COC1=CC=CC2=CC=CC=C12 (N-[2-Hydroxy-3-(1-naphthoxy)propyl]-1,1-dimethyl-2-(4-fluorophenyl) ethylamine Hydrochloride), Cl.OC(CNC(CC1=CC=C(C=C1)OC)(C)C)COC1=CC=CC=C1 (N-(2-Hydroxy-3-phenoxypropyl)-1,1-dimethyl-2-(4-methoxyphenyl)ethylamine Hydrochloride), ( 22 ). Yields the product ClC1=CC(=C(C=C1)O)C=1C(=NN(C1)C1OCCCC1)[N+](=O)[O-] (4-chloro-2-[3-nitro-1-(tetrahydro-2H-pyran-2-yl)-1H-pyrazol-4-yl]phenol). Procedure details: (5-chloro-2-hydroxyphenyl)boronic acid (16.10 g, 93.38 mmol) and 4-bromo-3-nitro-1-(tetrahydro-2H-pyran-2-yl)-1H-pyrazole or 4-bromo-5-nitro-1-(tetrahydro-2H-pyran-2-yl)-1H-pyrazole (Preparation 869, 22.95 g, 83.12 mmol) in 1,2-dimethoxyethane (300 mL, 3000 mmol) and 2 M of potassium carbonate in water (116 mL, 2.10E2 mmol) was added tetrakis(triphenylphosphine)palladium(0) (5.0 g, 4.3 mmol). The solution was sparged 3 times with Ar and heated at 80° C. for 4 hours. Additional (5-chloro-2-hydrox... Starting materials: ClC=1C=CC(=C(C1)B(O)O)O ((5-chloro-2-hydroxyphenyl)boronic acid), BrC=1C(=NN(C1)C1OCCCC1)[N+](=O)[O-] (4-bromo-3-nitro-1-(tetrahydro-2H-pyran-2-yl)-1H-pyrazole), BrC=1C=NN(C1[N+](=O)[O-])C1OCCCC1 (4-bromo-5-nitro-1-(tetrahydro-2H-pyran-2-yl)-1H-pyrazole), COCCOC (1,2-dimethoxyethane), O (water), ClC=1C=CC(=C(C1)B(O)O)O ((5-chloro-2-hydroxyphenyl)boronic acid). Reagents/catalysts: C=1C=CC(=CC1)[P](C=2C=CC=CC2)(C=3C=CC=CC3)[Pd]([P](C=4C=CC=CC4)(C=5C=CC=CC5)C=6C=CC=CC6)([P](C=7C=CC=CC7)(C=8C=CC=CC8)C=9C=CC=CC9)[P](C=1C=CC=CC1)(C=1C=CC=CC1)C=1C=CC=CC1 (tetrakis(triphenylphosphine)palladium(0)). Solvent: C([O-])([O-])=O.[K+].[K+] (potassium carbonate). Conditions: temperature 80 celsius. Reaction SMILES: [Cl:1][C:2]1[CH:3]=[CH:4][C:5]([OH:11])=[C:6](B(O)O)[CH:7]=1.Br[C:13]1[C:14]([N+:24]([O-:26])=[O:25])=[N:15][N:16]([CH:18]2[CH2:23][CH2:22][CH2:21][CH2:20][O:19]2)[CH:17]=1.BrC1C=NN(C2CCCCO2)C=1[N+]([O-])=O.COCCOC.O>C(=O)([O-])[O-].[K+].[K+].C1C=CC([P]([Pd]([P](C2C=CC=CC=2)(C2C=CC=CC=2)C2C=CC=CC=2)([P](C2C=CC=CC=2)(C2C=CC=CC=2)C2C=CC=CC=2)[P](C2C=CC=CC=2)(C2C=CC=CC=2)C2C=CC=CC=2)(C2C=CC=CC=2)C2C=CC=CC=2)=CC=1>[Cl:1][C:2]1[CH:3]=[CH:4][C:5]([OH:11])=[C:6]([C:13]2[C:14]([N+:24]([O-:26])=[O:25])=[N:15][N:16]([CH:18]3[CH2:23][CH2:22][CH2:21][CH2:20][O:19]3)[CH:17]=2)[CH:7]=1 |f:5.6.7,^1:58,60,79,98|.